This data is from the Open Reaction Database (ORD), a public repository of structured organic reaction records. The task is: describe an organic reaction: reactants, conditions, products, and yield Starting materials: C(C)OC(=O)C1=CC=C(C=C1)N1CCN(CC1)C(N(CC)CC)=O (1-(4-ethoxycarbonylphenyl)-4-diethylcarbamoylpiperazine), C(C)O (ethanol), [OH-].[Na+] (sodium hydroxide). The solvent is O (water). Run at time 3.5 hour. The product is C(=O)(O)C1=CC=C(C=C1)N1CCN(CC1)C(N(CC)CC)=O (1-(4-carboxyphenyl)-4-diethylcarbamoylpiperazine). Yield: 49.1%. RXN SMILES: C([O:3][C:4]([C:6]1[CH:11]=[CH:10][C:9]([N:12]2[CH2:17][CH2:16][N:15]([C:18](=[O:24])[N:19]([CH2:22][CH3:23])[CH2:20][CH3:21])[CH2:14][CH2:13]2)=[CH:8][CH:7]=1)=[O:5])C.C(O)C.[OH-].[Na+]>O>[C:4]([C:6]1[CH:7]=[CH:8][C:9]([N:12]2[CH2:13][CH2:14][N:15]([C:18](=[O:24])[N:19]([CH2:22][CH3:23])[CH2:20][CH3:21])[CH2:16][CH2:17]2)=[CH:10][CH:11]=1)([OH:5])=[O:3] |f:2.3|. Procedure: To 3.3 g (0.01 mole) of 1-(4-ethoxycarbonylphenyl)-4-diethylcarbamoylpiperazine obtained in Example 6 were added 90 ml of ethanol, 10 ml of water and 1.0 g of sodium hydroxide, and the mixture was heated and refluxed under stirring for 3.5 hours. The solvent was removed by distillation under reduced pressure, and 100 ml of water was added to the residue and the insoluble substance was removed. The pH value of the filtrate was adjusted to 3 by 2 N hydrochloric acid. The precipitate was recovered ... The reactants are OC1=C(C(=O)O)C=C(C=C1)C(CCCCCCCCCCCCCCCCC)O (2-Hydroxy-5-(1-hydroxyoctadecyl)benzoic acid), O.C1(=CC=C(C=C1)S(=O)(=O)O)C (p-toluenesulfonic acid monohydrate). Solvent: C1=CC=CC=C1 (benzene). Conditions: time 18 hour. The product is OC1=C(C(=O)O)C=C(C=C1)C=CCCCCCCCCCCCCCCCC (2-Hydroxy-5-octadec-1-enylbenzoic acid). Reaction SMILES: [OH:1][C:2]1[CH:10]=[CH:9][C:8]([CH:11](O)[CH2:12][CH2:13][CH2:14][CH2:15][CH2:16][CH2:17][CH2:18][CH2:19][CH2:20][CH2:21][CH2:22][CH2:23][CH2:24][CH2:25][CH2:26][CH2:27][CH3:28])=[CH:7][C:3]=1[C:4]([OH:6])=[O:5].O.C1(C)C=CC(S(O)(=O)=O)=CC=1>C1C=CC=CC=1>[OH:1][C:2]1[CH:10]=[CH:9][C:8]([CH:11]=[CH:12][CH2:13][CH2:14][CH2:15][CH2:16][CH2:17][CH2:18][CH2:19][CH2:20][CH2:21][CH2:22][CH2:23][CH2:24][CH2:25][CH2:26][CH2:27][CH3:28])=[CH:7][C:3]=1[C:4]([OH:6])=[O:5] |f:1.2|. Reported procedure: 2-Hydroxy-5-(1-hydroxyoctadecyl)benzoic acid (100 mg) was dissolved in 20 ml of benzene and a trace of p-toluenesulfonic acid monohydrate added. The solution was refluxed for 10 minutes, then 10 ml of solvent was distilled. Reflux was continued for about 18 hours. Upon cooling to room temperature, the solution was extracted with 1% sodium bicarbonate solution and the solvent removed under a stream of nitrogen gas to give crystals. The material was recrystallized from methanol to give the title c... Reactants: Cl, NC1CCC(CCN2CCC(c3cccc4c3OCO4)CC2)CC1, O=C(O)c1ccccc1. Product: O=C(NC1CCC(CCN2CCC(c3cccc4c3OCO4)CC2)CC1)c1ccccc1. Reaction SMILES: [ClH:1].[O:2]1[CH2:3][O:4][c:5]2[c:6]1[cH:7][cH:8][cH:9][c:10]2[CH:11]1[CH2:12][CH2:13][N:14]([CH2:17][CH2:18][CH:19]2[CH2:20][CH2:21][CH:22]([NH2:25])[CH2:23][CH2:24]2)[CH2:15][CH2:16]1.[OH:26][C:27](=[O:28])[c:29]1[cH:30][cH:31][cH:32][cH:33][cH:34]1>>[O:2]1[CH2:3][O:4][c:5]2[c:6]1[cH:7][cH:8][cH:9][c:10]2[CH:11]1[CH2:12][CH2:13][N:14]([CH2:17][CH2:18][CH:19]2[CH2:20][CH2:21][CH:22]([NH:25][C:27](=[O:26])[c:29]3[cH:30][cH:31][cH:32][cH:33][cH:34]3)[CH2:23][CH2:24]2)[CH2:15][CH2:16]1.